Dataset: the Open Reaction Database (ORD), a public repository of structured organic reaction records. Task: describe an organic reaction: reactants, conditions, products, and yield Starting materials: CN(C)C=O, O=C(Nc1ccn(Cc2c(F)cccc2C(F)(F)F)n1)c1c(F)cccc1F, [K+], [OH-], CC(C)(C)OP(=O)(OCCl)OC(C)(C)C. Yields the product CC(C)(C)OP(=O)(OCN(C(=O)c1c(F)cccc1F)c1ccn(Cc2c(F)cccc2C(F)(F)F)n1)OC(C)(C)C. Reaction SMILES: [CH3:46][N:47]([CH3:48])[CH:49]=[O:50].[F:1][c:2]1[c:3]([C:4](=[O:5])[NH:6][c:7]2[n:8][n:9]([CH2:12][c:13]3[c:14]([F:23])[cH:15][cH:16][cH:17][c:18]3[C:19]([F:20])([F:21])[F:22])[cH:10][cH:11]2)[c:24]([F:28])[cH:25][cH:26][cH:27]1.[K+:45].[OH-:44].[P:29](=[O:30])([O:31][CH2:32][Cl:33])([O:34][C:35]([CH3:36])([CH3:37])[CH3:38])[O:39][C:40]([CH3:41])([CH3:42])[CH3:43]>>[F:1][c:2]1[c:3]([C:4](=[O:5])[N:6]([c:7]2[n:8][n:9]([CH2:12][c:13]3[c:14]([F:23])[cH:15][cH:16][cH:17][c:18]3[C:19]([F:20])([F:21])[F:22])[cH:10][cH:11]2)[CH2:32][O:31][P:29](=[O:30])([O:34][C:35]([CH3:36])([CH3:37])[CH3:38])[O:39][C:40]([CH3:41])([CH3:42])[CH3:43])[c:24]([F:28])[cH:25][cH:26][cH:27]1.